Dataset: the Open Reaction Database (ORD), a public repository of structured organic reaction records. Task: describe an organic reaction: reactants, conditions, products, and yield Reactants: Cl.OCCNN=CNC1=CC=C(C(=O)O)C=C1 (4-[(2-hydroxyethyl)aminoiminomethylamino]benzoic acid.hydrochloride), Cl.C(N)(=N)C=1C=C2C=CC(=C(C2=CC1)CC(N)=O)O (6-amidino-1-carbamoylmethyl-2-naphthol.hydrochloride), C1CCC(CC1)N=C=NC2CCCCC2 (DCC). Reagents/catalysts: CN(C)C=1C=CN=CC1 (DMAP). The solvent is N1=CC=CC=C1 (pyridine). Conditions: time 2 hour. Product: Cl.Cl.OCCNN=CNC1=CC=C(C(=O)OC2=C(C3=CC=C(C=C3C=C2)C(N)=N)CC(N)=O)C=C1 (6-amidino-1-carbamoylmethyl-2-naphthyl 4-[(2-hydroxyethyl)aminoiminomethylamino]-benzoate.dihydrochloride). The yield is 114.3%. RXN SMILES: [ClH:1].[OH:2][CH2:3][CH2:4][NH:5][N:6]=[CH:7][NH:8][C:9]1[CH:17]=[CH:16][C:12]([C:13]([OH:15])=[O:14])=[CH:11][CH:10]=1.Cl.[C:19]([C:22]1[CH:23]=[C:24]2[C:29](=[CH:30][CH:31]=1)[C:28]([CH2:32][C:33](=[O:35])[NH2:34])=[C:27](O)[CH:26]=[CH:25]2)(=[NH:21])[NH2:20].C1CCC(N=C=NC2CCCCC2)CC1>CN(C1C=CN=CC=1)C.N1C=CC=CC=1>[ClH:1].[ClH:1].[OH:2][CH2:3][CH2:4][NH:5][N:6]=[CH:7][NH:8][C:9]1[CH:17]=[CH:16][C:12]([C:13]([O:15][C:27]2[CH:26]=[CH:25][C:24]3[C:29](=[CH:30][CH:31]=[C:22]([C:19](=[NH:20])[NH2:21])[CH:23]=3)[C:28]=2[CH2:32][C:33](=[O:35])[NH2:34])=[O:14])=[CH:11][CH:10]=1 |f:0.1,2.3,7.8.9|. Procedure: 20 Milliliters of 20% hydrous pyridine was added to 1.02 g of 4-[(2-hydroxyethyl)aminoiminomethylamino]benzoic acid.hydrochloride, 1.0 g of 6-amidino-1-carbamoylmethyl-2-naphthol.hydrochloride, 884 mg of DCC and 43.6 mg of DMAP, followed by stirring for 2 hours under cooling with ice and then 24 hours at room temperature. Thereafter, the same procedure as in Example 1 was carried out to obtain 1.17 g of the desired product. The reactants are N, CN(C)C=O, O, O=P(Cl)(Cl)Cl, Oc1ccc2nc(O)ccc2c1. Product: Oc1ccc2nc(Cl)ccc2c1. Reaction SMILES: [NH3:14].[O:20]=[CH:21][N:22]([CH3:23])[CH3:24].[OH2:13].[P:15]([Cl:16])([Cl:17])([Cl:18])=[O:19].[n:1]1[c:2]([OH:12])[cH:3][cH:4][c:5]2[cH:6][c:7]([OH:11])[cH:8][cH:9][c:10]12>>[n:1]1[c:2]([Cl:17])[cH:3][cH:4][c:5]2[cH:6][c:7]([OH:11])[cH:8][cH:9][c:10]12.